From a dataset of the Open Reaction Database (ORD), a public repository of structured organic reaction records. describe an organic reaction: reactants, conditions, products, and yield Starting materials: C1(=CC=CC=C1)CC(=O)[C@@H]1N(C(N([C@@H]1C(CC1=CC=CC=C1)=O)CC1=CC=CC=C1)=O)CC1=CC=CC=C1 ((4R-cis)-4,5-bis(phenylacetyl)-1,3-bis(benzyl)-2-imidazolidinone), C(C)(=O)[O-].[NH4+] (ammonium acetate), C([O-])([O-])=O.[K+].[K+] (potassium carbonate). Run in C(C)(=O)O (acetic acid). Product: C(C1=CC=CC=C1)N1C(N(C=2C1=C(OC2CC2=CC=CC=C2)CC2=CC=CC=C2)CC2=CC=CC=C2)=O (1,3,4,6-tetrakis(benzyl)-1H-furo[3,4-d]imidazol-2(3H)-one). Isolated yield 76.0%. As a reaction SMILES: [C:1]1([CH2:7][C:8]([C@H:10]2[C@@H:14]([C:15](=O)[CH2:16][C:17]3[CH:22]=[CH:21][CH:20]=[CH:19][CH:18]=3)[N:13]([CH2:24][C:25]3[CH:30]=[CH:29][CH:28]=[CH:27][CH:26]=3)C(=O)[N:11]2[CH2:32][C:33]2[CH:38]=[CH:37][CH:36]=[CH:35][CH:34]=2)=[O:9])[CH:6]=[CH:5][CH:4]=[CH:3][CH:2]=1.C([O-])(=O)C.[NH4+].[C:44](=[O:47])([O-])[O-].[K+].[K+]>C(O)(=O)C>[CH2:24]([N:13]1[C:14]2=[C:15]([CH2:16][C:17]3[CH:18]=[CH:19][CH:20]=[CH:21][CH:22]=3)[O:9][C:8]([CH2:7][C:1]3[CH:2]=[CH:3][CH:4]=[CH:5][CH:6]=3)=[C:10]2[N:11]([CH2:32][C:33]2[CH:34]=[CH:35][CH:36]=[CH:37][CH:38]=2)[C:44]1=[O:47])[C:25]1[CH:30]=[CH:29][CH:28]=[CH:27][CH:26]=1 |f:1.2,3.4.5|. Procedure details: A solution of (4R-cis)-4,5-bis(phenylacetyl)-1,3-bis(benzyl)-2-imidazolidinone (79 mg, 0.16 mmol) and ammonium acetate (25 mg, 0.32 mmol) in acetic acid (2 ml) was refluxed 18 hours. The solution was neutralized with solid potassium carbonate and partitioned between EtOAc/water. The aqueous phase was washed twice with EtOAc. All organic extracts were combined and dried over MgSO4, then concentrated to a brown oil. Further purification was achieved by preparative TLC (silica gel, 30% EtOAc/hexane... Starting materials: O=C([O-])[O-], C1CCOC1, COc1cc(-n2cnc(Cl)cc2=O)ccc1OCC(C)(C)O, ClCCl, Fc1ccc(CS)cc1, [K+], [K+]. Product: COc1cc(-n2cnc(SCc3ccc(F)cc3)cc2=O)ccc1OCC(C)(C)O. Reaction SMILES: [C:32](=[O:33])([O-:34])[O-:35].[CH2:38]1[O:39][CH2:40][CH2:41][CH2:42]1.[Cl:1][c:2]1[cH:3][c:4](=[O:22])[n:5](-[c:8]2[cH:9][c:10]([O:20][CH3:21])[c:11]([O:14][CH2:15][C:16]([CH3:17])([CH3:18])[OH:19])[cH:12][cH:13]2)[cH:6][n:7]1.[Cl:43][CH2:44][Cl:45].[F:23][c:24]1[cH:25][cH:26][c:27]([CH2:30][SH:31])[cH:28][cH:29]1.[K+:36].[K+:37]>>[c:2]1([S:31][CH2:30][c:27]2[cH:26][cH:25][c:24]([F:23])[cH:29][cH:28]2)[cH:3][c:4](=[O:22])[n:5](-[c:8]2[cH:9][c:10]([O:20][CH3:21])[c:11]([O:14][CH2:15][C:16]([CH3:17])([CH3:18])[OH:19])[cH:12][cH:13]2)[cH:6][n:7]1. Reactants: B(F)(F)F.CCOCC (boron trifluoride etherate), NC=1C=C(C(=O)O)C=CC1C (3-amino-4-methylbenzoic acid), C(C)(=O)[O-].[K+] (potassium acetate), C1COCCOCCOCCOCCOCCO1 (18-crown-6), N(=O)OC(C)(C)C (t-butyl nitrite). The solvent is C(Cl)(Cl)Cl (chloroform), O1CCCC1 (tetrahydrofuran). Reaction conditions: time 5 minute. The product is C(=O)(O)C1=CC=C2C=NNC2=C1 (6-carboxyindazole). Yield: 57.0%. RXN SMILES: B(F)(F)F.CCOCC.[NH2:10][C:11]1[CH:12]=[C:13]([CH:17]=[CH:18][C:19]=1[CH3:20])[C:14]([OH:16])=[O:15].[N:21](OC(C)(C)C)=O.C([O-])(=O)C.[K+].C1OCCOCCOCCOCCOCCOC1>C(Cl)(Cl)Cl.O1CCCC1>[C:14]([C:13]1[CH:12]=[C:11]2[C:19]([CH:20]=[N:21][NH:10]2)=[CH:18][CH:17]=1)([OH:16])=[O:15] |f:0.1,4.5|. Procedure: To a solution of boron trifluoride etherate (18 ml) in chloroform (450 ml, Al2O3 treated) at -15° was added a solution of 3-amino-4-methylbenzoic acid (15.1 g) in tetrahydrofuran (150 ml) over 15 minutes and the resulting mixture was then stirred for an additional 5 minutes. To this mixture was added t-butyl nitrite (14 ml), and the reaction was warmed to 5° . After stirring for 1 hour, potassium acetate (49 g) and 18-crown-6 (2.65 g) were added. The reaction mixture was allowed to warm to room ... The reactants are FC1=C(C=C(C=C1)[N+](=O)[O-])CO ((2-Fluoro-5-nitrophenyl)methanol), N1C[C@@H](CC1)NC(OC(C)(C)C)=O (tert-butyl (R)-(+)-pyrrolidin-3-ylcarbamate). The product is NC1=CC(=C(C=C1)N1C[C@@H](CC1)NC(OC(C)(C)C)=O)CO (tert-Butyl (R)-[1-(4-amino-2-hydroxymethylphenyl)pyrrolidin-3-yl]carbamate). RXN SMILES: F[C:2]1[CH:7]=[CH:6][C:5]([N+:8]([O-])=O)=[CH:4][C:3]=1[CH2:11][OH:12].[NH:13]1[CH2:17][CH2:16][C@@H:15]([NH:18][C:19](=[O:25])[O:20][C:21]([CH3:24])([CH3:23])[CH3:22])[CH2:14]1>>[NH2:8][C:5]1[CH:6]=[CH:7][C:2]([N:13]2[CH2:17][CH2:16][C@@H:15]([NH:18][C:19](=[O:25])[O:20][C:21]([CH3:23])([CH3:22])[CH3:24])[CH2:14]2)=[C:3]([CH2:11][OH:12])[CH:4]=1. Procedure: (2-Fluoro-5-nitrophenyl)methanol was treated with tert-butyl (R)-(+)-pyrrolidin-3-ylcarbamate and subsequently hydrogenated by method C-c. This resulted in the product with the molecular weight of 307.40 (C16H25N3O3); MS (ESI): 308 (M+H+). The reactants are OC=1C=C(C=CC1)C=CC(=O)C1=CC=CC=C1 (3-hydroxychalcone), CNN (methyl hydrazine). Run in C(C)O (ethanol). The product is OC=1C=C(C=CC1)C1CC(=NN1C)C1=CC=CC=C1 (5-(3-hydroxyphenyl)-1-methyl-3-phenyl-2-pyrazoline). Isolated yield 96.9%. RXN SMILES: [OH:1][C:2]1[CH:3]=[C:4]([CH:8]=[CH:9][C:10]([C:12]2[CH:17]=[CH:16][CH:15]=[CH:14][CH:13]=2)=O)[CH:5]=[CH:6][CH:7]=1.[CH3:18][NH:19][NH2:20]>C(O)C>[OH:1][C:2]1[CH:3]=[C:4]([CH:8]2[N:19]([CH3:18])[N:20]=[C:10]([C:12]3[CH:17]=[CH:16][CH:15]=[CH:14][CH:13]=3)[CH2:9]2)[CH:5]=[CH:6][CH:7]=1. Procedure: To a 100 ml round bottom flask equipped with a magnetic stirrer and reflux condensor was charged 1.0 g (0.0045 moles) of 3-hydroxychalcone, and 25 mls of absolute ethanol. To this solution was then added 0.21 g (0.0045 moles) of methyl hydrazine in one portion. The reaction was then heated to reflux for two hours, then cooled. The solvent was removed under reduced pressure to afford 1.1 g of 5-(3-hydroxyphenyl)-1-methyl-3-phenyl-2-pyrazoline as a thick brown oil. 97% yield. Starting materials: CCO, COC(=O)c1cccc([N+](=O)[O-])c1, C1CCOC1. Product: COC(=O)c1cccc(N)c1. As a reaction SMILES: [CH2:19]([OH:20])[CH3:21].[N+:1]([O-:2])(=[O:3])[c:4]1[cH:5][c:6]([C:7](=[O:8])[O:9][CH3:10])[cH:11][cH:12][cH:13]1.[O:14]1[CH2:15][CH2:16][CH2:17][CH2:18]1>>[NH2:1][c:4]1[cH:5][c:6]([C:7](=[O:8])[O:9][CH3:10])[cH:11][cH:12][cH:13]1. Reaction SMILES: [CH3:2][N:3]([C:4]([OH:5])=[O:6])[CH3:7].[Cl-:1].[Cl:8][c:9]1[c:10]([O:11][c:12]2[cH:13][cH:14][c:15]([NH2:16])[cH:17][cH:18]2)[cH:19][cH:20][c:21]([C:23]([F:24])([F:25])[F:26])[cH:22]1.[ClH:28].[OH2:27].[cH:29]1[cH:30][cH:31][n:32][cH:33][cH:34]1>>[CH3:2][N:3]([C:4](=[O:5])[NH:16][c:15]1[cH:14][cH:13][c:12]([O:11][c:10]2[c:9]([Cl:8])[cH:22][c:21]([C:23]([F:24])([F:25])[F:26])[cH:20][cH:19]2)[cH:18][cH:17]1)[CH3:7]. The product is CN(C)C(=O)Nc1ccc(Oc2ccc(C(F)(F)F)cc2Cl)cc1. Reactants: CN(C)C(=O)O, [Cl-], Nc1ccc(Oc2ccc(C(F)(F)F)cc2Cl)cc1, Cl, O, c1ccncc1.